This data is from the Open Reaction Database (ORD), a public repository of structured organic reaction records. The task is: describe an organic reaction: reactants, conditions, products, and yield Starting materials: Cl.C1(=CC=CC=C1)N(C(=O)C1=CC2=C(N(C(=N2)CNC2=CC=C(C=C2)C(N)=N)C)C=C1)CCC(=O)OC (1-methyl-2-[N-(4-amidinophenyl)amino methyl]benzimidazol-5-yl-carboxylic acid-N-phenyl-N-(2-methoxycarbonylethyl)amide hydrochloride), ClC(=O)OCCCCCCC (n-heptyl chloroformate), C35H42N6O5. Run in ClCCl.C(C)O (dichloromethane ethanol). The product is C1(=CC=CC=C1)N(C(=O)C1=CC2=C(N(C(=N2)CNC2=CC=C(C=C2)C(NC(=O)OCCCCCCC)=N)C)C=C1)CCC(=O)OC (1-Methyl-2-[N-[4-(N-n-heptyloxycarbonylamidino)phenyl]aminomethyl]benzimidazol-5-yl-carboxylic acid-N-phenyl-N-(2-methoxycarbonylethyl)amide). The yield is 43.0%. RXN SMILES: Cl.[C:2]1([N:8]([CH2:32][CH2:33][C:34]([O:36][CH3:37])=[O:35])[C:9]([C:11]2[CH:31]=[CH:30][C:14]3[N:15]([CH3:29])[C:16]([CH2:18][NH:19][C:20]4[CH:25]=[CH:24][C:23]([C:26](=[NH:28])[NH2:27])=[CH:22][CH:21]=4)=[N:17][C:13]=3[CH:12]=2)=[O:10])[CH:7]=[CH:6][CH:5]=[CH:4][CH:3]=1.Cl[C:39]([O:41][CH2:42][CH2:43][CH2:44][CH2:45][CH2:46][CH2:47][CH3:48])=[O:40]>ClCCl.C(O)C>[C:2]1([N:8]([CH2:32][CH2:33][C:34]([O:36][CH3:37])=[O:35])[C:9]([C:11]2[CH:31]=[CH:30][C:14]3[N:15]([CH3:29])[C:16]([CH2:18][NH:19][C:20]4[CH:25]=[CH:24][C:23]([C:26](=[NH:27])[NH:28][C:39]([O:41][CH2:42][CH2:43][CH2:44][CH2:45][CH2:46][CH2:47][CH3:48])=[O:40])=[CH:22][CH:21]=4)=[N:17][C:13]=3[CH:12]=2)=[O:10])[CH:3]=[CH:4][CH:5]=[CH:6][CH:7]=1 |f:0.1,3.4|. Procedure details: Prepared analogously to Example 90 from 1-methyl-2-[N-(4-amidinophenyl)amino methyl]benzimidazol-5-yl-carboxylic acid-N-phenyl-N-(2-methoxycarbonylethyl)amide hydrochloride and n-heptyl chloroformate. Yield: 43% of theory, C35H42N6O5 (626.8); Rf value: 0.40 (silica gel; dichloromethane/ethanol=19:1); EKA mass spectrum: (M+H)+=627; (M+H+Na)++=325; (M+Na)+=649. The reactants are BrC=1C(=NC=C(C(=O)NC2=CC=C(C=C2)OC(F)(F)F)C1)N1C[C@@H](CC1)O ((R)-5-bromo-6-(3-hydroxypyrrolidin-1-yl)-N-(4-(trifluoromethoxy)phenyl)nicotinamide), FC=1C=C(C=C(C1)F)B(O)O ((3,5-difluorophenyl)boronic acid). The product is FC=1C=C(C=C(C1)F)C=1C(=NC=C(C(=O)NC2=CC=C(C=C2)OC(F)(F)F)C1)N1C[C@@H](CC1)O ((R)-5-(3,5-Difluorophenyl)-6-(3-hydroxypyrrolidin-1-yl)-N-(4-(trifluoromethoxy)phenyl)nicotinamide). Reaction SMILES: Br[C:2]1[C:3]([N:22]2[CH2:26][CH2:25][C@@H:24]([OH:27])[CH2:23]2)=[N:4][CH:5]=[C:6]([CH:21]=1)[C:7]([NH:9][C:10]1[CH:15]=[CH:14][C:13]([O:16][C:17]([F:20])([F:19])[F:18])=[CH:12][CH:11]=1)=[O:8].[F:28][C:29]1[CH:30]=[C:31](B(O)O)[CH:32]=[C:33]([F:35])[CH:34]=1>>[F:28][C:29]1[CH:30]=[C:31]([C:2]2[C:3]([N:22]3[CH2:26][CH2:25][C@@H:24]([OH:27])[CH2:23]3)=[N:4][CH:5]=[C:6]([CH:21]=2)[C:7]([NH:9][C:10]2[CH:15]=[CH:14][C:13]([O:16][C:17]([F:20])([F:18])[F:19])=[CH:12][CH:11]=2)=[O:8])[CH:32]=[C:33]([F:35])[CH:34]=1. Procedure details: The title compound was prepared in an analogous fashion to that described in Example 57 using (R)-5-bromo-6-(3-hydroxypyrrolidin-1-yl)-N-(4-(trifluoromethoxy)phenyl)nicotinamide (Stage 35.1) and (3,5-difluorophenyl)boronic acid. HPLC (Condition 4) tR=5.71 min, UPLC-MS (Condition 3) tR=1.20 min, m/z=480.2 [M+H]+; 1H-NMR (400 MHz, DMSO-d6) δ ppm 1.67-1.76 (m, 1H) 1.79-1.91 (m, 1H) 2.88 (d, J=11.73 Hz, 1H) 3.16-3.28 (m, 2H) 3.42 (m, J=7.00 Hz, 1H) 4.20 (m, J=2.00 Hz, 1H) 4.85 (d, J=3.52 Hz, 1H) 7.1... Reactants: COC(=O)C1CCC2(C=C(c3cc(-n4nnnc4C(F)(F)F)cnc3OC)CO2)C1c1ccc(F)cc1, CO, [OH-], [OH-], [Pd+2]. The product is COC(=O)C1CCC2(CC(c3cc(-n4nnnc4C(F)(F)F)cnc3OC)CO2)C1c1ccc(F)cc1. RXN SMILES: [CH3:1][O:2][C:3](=[O:4])[CH:5]1[CH:6]([c:31]2[cH:32][cH:33][c:34]([F:37])[cH:35][cH:36]2)[C:7]2([CH:8]=[C:9]([c:12]3[c:13]([O:27][CH3:28])[n:14][cH:15][c:16](-[n:18]4[n:19][n:20][n:21][c:22]4[C:23]([F:24])([F:25])[F:26])[cH:17]3)[CH2:10][O:11]2)[CH2:29][CH2:30]1.[CH3:38][OH:39].[OH-:40].[OH-:42].[Pd+2:41]>>[CH3:1][O:2][C:3](=[O:4])[CH:5]1[CH:6]([c:31]2[cH:32][cH:33][c:34]([F:37])[cH:35][cH:36]2)[C:7]2([CH2:8][CH:9]([c:12]3[c:13]([O:27][CH3:28])[n:14][cH:15][c:16](-[n:18]4[n:19][n:20][n:21][c:22]4[C:23]([F:24])([F:25])[F:26])[cH:17]3)[CH2:10][O:11]2)[CH2:29][CH2:30]1. Reaction SMILES: C(NC(C)C)(C)C.C([Li])CCC.[C:13]1(=[O:18])[O:17][CH2:16][CH2:15][CH2:14]1.[CH2:19](Br)[C:20]1[CH:25]=[CH:24][CH:23]=[CH:22][CH:21]=1.CN(C)P(N(C)C)(N(C)C)=O>O1CCCC1>[CH2:19]([CH:14]1[CH2:15][CH2:16][O:17][C:13]1=[O:18])[C:20]1[CH:25]=[CH:24][CH:23]=[CH:22][CH:21]=1. Solvent: O1CCCC1 (tetrahydrofuran). Starting materials: C(C1=CC=CC=C1)Br (benzyl bromide), CN(P(=O)(N(C)C)N(C)C)C (hexamethylphosphoramide), C(C)(C)NC(C)C (diisopropylamine), C(CCC)[Li] (n-butyllithium), C1(CCCO1)=O (γ-butyrolactone). Procedure: To a solution of diisopropylamine (15.18 g, 0.15 mol) in dry tetrahydrofuran (200 ml) at −78° C. under a nitrogen atmosphere, n-butyllithium (1.6 M in hexanes, 94 ml, 0.15 mol) was added dropwise. After twenty minutes of stirring at −78° C., γ-butyrolactone (12.91 g, 0.15 mol) was added dropwise, such that the reaction temperature was maintained below −70° C. After twenty minutes of stirring at −78° C., a mixture of benzyl bromide (25.65 g, 0.15 mol) and hexamethylphosphoramide (26.85 g, 0.15 mo... Product: C(C1=CC=CC=C1)C1C(=O)OCC1 (α-benzyl-γ-butyrolactone). Run at temperature -78 celsius. Reactants: N#Cc1ccc(C(F)(F)F)cc1N=NNc1cc(C(F)(F)F)ccc1C#N, CCN(CC)CCCC(=O)O, ClCCl, Cl. The product is CCN(CC)CCCC(=O)N(N=Nc1cc(C(F)(F)F)ccc1C#N)c1cc(C(F)(F)F)ccc1C#N, Cl. Reaction SMILES: [C:1](#[N:2])[c:3]1[c:4]([N:13]=[N:14][NH:15][c:16]2[c:17]([C:26]#[N:27])[cH:18][cH:19][c:20]([C:22]([F:23])([F:24])[F:25])[cH:21]2)[cH:5][c:6]([C:9]([F:10])([F:11])[F:12])[cH:7][cH:8]1.[CH2:29]([CH3:30])[N:31]([CH2:32][CH2:33][CH2:34][C:35](=[O:36])[OH:37])[CH2:38][CH3:39].[CH2:40]([Cl:41])[Cl:42].[ClH:28]>>[C:1](#[N:2])[c:3]1[c:4]([N:13]([N:14]=[N:15][c:16]2[c:17]([C:26]#[N:27])[cH:18][cH:19][c:20]([C:22]([F:23])([F:24])[F:25])[cH:21]2)[C:35]([CH2:34][CH2:33][CH2:32][N:31]([CH2:29][CH3:30])[CH2:38][CH3:39])=[O:36])[cH:5][c:6]([C:9]([F:10])([F:11])[F:12])[cH:7][cH:8]1.[ClH:28]. The product is NC(=O)c1cccc2c(Br)csc12. Reactants: CC(=O)O, ClCCl, O=C1CCC(=O)N1Br, NC(=O)c1cccc2ccsc12. As a reaction SMILES: [CH3:13][C:14](=[O:15])[OH:16].[Cl:25][CH2:26][Cl:27].[O:17]=[C:18]1[N:19]([Br:24])[C:20](=[O:21])[CH2:22][CH2:23]1.[s:1]1[c:2]2[c:3]([cH:4][cH:5]1)[cH:6][cH:7][cH:8][c:9]2[C:10](=[O:11])[NH2:12]>>[s:1]1[c:2]2[c:3]([c:4]([Br:24])[cH:5]1)[cH:6][cH:7][cH:8][c:9]2[C:10](=[O:11])[NH2:12]. Reactants: OC1=CC(=CC2=CC(=CC=C12)C)C(=O)O (4-Hydroxy-7-methyl-naphthalene-2-carboxylic acid), C(CCC)OC(=O)N1CCN(CC1)C([C@H](CCC(=O)OC(C)(C)C)N)=O (4-((S)-2-Amino-4-tert-butoxycarbonyl-butyryl)-piperazine-1-carboxylic acid butyl ester), C=1C=CC2=C(C1)N=NN2O (HOBT), C(CCl)Cl (EDC). Solvent: CN(C)C=O (DMF), O (water). Reaction conditions: time 16 hour. Product: C(CCC)OC(=O)N1CCN(CC1)C([C@H](CCC(=O)OC(C)(C)C)NC(=O)C1=CC2=CC(=CC=C2C(=C1)O)C)=O (4-{(S)-4-tert-Butoxycarbonyl-2-[(4-hydroxy-7-methyl-naphthalene-2-carbonyl)-amino]-butyryl}-piperazine-1-carboxylic acid butyl ester). RXN SMILES: [OH:1][C:2]1[C:11]2[C:6](=[CH:7][C:8]([CH3:12])=[CH:9][CH:10]=2)[CH:5]=[C:4]([C:13]([OH:15])=O)[CH:3]=1.[CH2:16]([O:20][C:21]([N:23]1[CH2:28][CH2:27][N:26]([C:29](=[O:41])[C@@H:30]([NH2:40])[CH2:31][CH2:32][C:33]([O:35][C:36]([CH3:39])([CH3:38])[CH3:37])=[O:34])[CH2:25][CH2:24]1)=[O:22])[CH2:17][CH2:18][CH3:19].C1C=CC2N(O)N=NC=2C=1.C(Cl)CCl>CN(C=O)C.O>[CH2:16]([O:20][C:21]([N:23]1[CH2:28][CH2:27][N:26]([C:29](=[O:41])[C@@H:30]([NH:40][C:13]([C:4]2[CH:3]=[C:2]([OH:1])[C:11]3[C:6](=[CH:7][C:8]([CH3:12])=[CH:9][CH:10]=3)[CH:5]=2)=[O:15])[CH2:31][CH2:32][C:33]([O:35][C:36]([CH3:39])([CH3:38])[CH3:37])=[O:34])[CH2:25][CH2:24]1)=[O:22])[CH2:17][CH2:18][CH3:19]. Reported procedure: To a solution of 550 mg of 4-Hydroxy-7-methyl-naphthalene-2-carboxylic acid and 1.0 g of 4-((S)-2-Amino-4-tert-butoxycarbonyl-butyryl)-piperazine-1-carboxylic acid butyl ester in 8.3 ml of DMF, 458 mg of HOBT and 573 mg of EDC was added and the reaction mixture was stirred for 16 h at RT. Then, the reaction mixture was diluted with water and extracted with ethyl acetate. The organic phase was dried over MgSO4 and the solvents were removed under reduced pressure. The crude product was purified by... Reactants: BrC=1C=C(C=2N(C1)N=CC2C#N)O[C@H](C)[C@H]2CN(C(C2)=O)[C@H](C)C2=CC=C(C=C2)OC (6-bromo-4-((R)-1-((R)-1-((R)-1-(4-methoxyphenyl)ethyl)-5-oxopyrrolidin-3-yl)ethoxy)pyrazolo[1,5-a]pyridine-3-carbonitrile), C(C)(C)(C)OC(=O)N1CCN(CC1)C1=CC=C(C=C1)B(O)O ((4-(4-(tert-butoxycarbonyl)piperazin-1-yl)phenyl)boronic acid), C([O-])([O-])=O.[Cs+].[Cs+] (cesium carbonate), O1CCOCC1 (dioxane). Run in O (water). RXN SMILES: Br[C:2]1[CH:3]=[C:4]([O:13][C@@H:14]([C@@H:16]2[CH2:20][C:19](=[O:21])[N:18]([C@@H:22]([C:24]3[CH:29]=[CH:28][C:27]([O:30][CH3:31])=[CH:26][CH:25]=3)[CH3:23])[CH2:17]2)[CH3:15])[C:5]2[N:6]([N:8]=[CH:9][C:10]=2[C:11]#[N:12])[CH:7]=1.[C:32]([O:36][C:37]([N:39]1[CH2:44][CH2:43][N:42]([C:45]2[CH:50]=[CH:49][C:48](B(O)O)=[CH:47][CH:46]=2)[CH2:41][CH2:40]1)=[O:38])([CH3:35])([CH3:34])[CH3:33].C(=O)([O-])[O-].[Cs+].[Cs+].O1CCOCC1>C1C=CC([P]([Pd]([P](C2C=CC=CC=2)(C2C=CC=CC=2)C2C=CC=CC=2)([P](C2C=CC=CC=2)(C2C=CC=CC=2)C2C=CC=CC=2)[P](C2C=CC=CC=2)(C2C=CC=CC=2)C2C=CC=CC=2)(C2C=CC=CC=2)C2C=CC=CC=2)=CC=1.O>[C:11]([C:10]1[CH:9]=[N:8][N:6]2[CH:7]=[C:2]([C:48]3[CH:47]=[CH:46][C:45]([N:42]4[CH2:41][CH2:40][N:39]([C:37]([O:36][C:32]([CH3:35])([CH3:34])[CH3:33])=[O:38])[CH2:44][CH2:43]4)=[CH:50][CH:49]=3)[CH:3]=[C:4]([O:13][C@@H:14]([C@@H:16]3[CH2:20][C:19](=[O:21])[N:18]([C@@H:22]([C:24]4[CH:29]=[CH:28][C:27]([O:30][CH3:31])=[CH:26][CH:25]=4)[CH3:23])[CH2:17]3)[CH3:15])[C:5]=12)#[N:12] |f:2.3.4,^1:69,71,90,109|. Product: C(#N)C=1C=NN2C1C(=CC(=C2)C2=CC=C(C=C2)N2CCN(CC2)C(=O)OC(C)(C)C)O[C@H](C)[C@H]2CN(C(C2)=O)[C@H](C)C2=CC=C(C=C2)OC (tert-butyl 4-(4-(3-cyano-4-((R)-1-((R)-1-((R)-1-(4-methoxyphenyl)ethyl)-5-oxopyrrolidin-3-yl)ethoxy)pyrazolo[1,5-a]pyridin-6-yl)phenyl)piperazine-1-carboxylate). The reagents and catalysts are C=1C=CC(=CC1)[P](C=2C=CC=CC2)(C=3C=CC=CC3)[Pd]([P](C=4C=CC=CC4)(C=5C=CC=CC5)C=6C=CC=CC6)([P](C=7C=CC=CC7)(C=8C=CC=CC8)C=9C=CC=CC9)[P](C=1C=CC=CC1)(C=1C=CC=CC1)C=1C=CC=CC1 (Tetrakis(triphenylphosphine)palladium(0)). Procedure: To an appropriate sized microwave vial, 6-bromo-4-((R)-1-((R)-1-((R)-1-(4-methoxyphenyl)ethyl)-5-oxopyrrolidin-3-yl)ethoxy)pyrazolo[1,5-a]pyridine-3-carbonitrile (91.0 mg, 0.188 mmol), (4-(4-(tert-butoxycarbonyl)piperazin-1-yl)phenyl)boronic acid (86.5 mg, 0.282 mmol), cesium carbonate (184 mg, 0.565 mmol), dioxane (2.0 mL) and water (0.5 mL) were added. The mixture was degassed with nitrogen for 10 minutes. Tetrakis(triphenylphosphine)palladium(0) catalyst (21.8 mg, 0.0188 mmol) was added and t... Run at temperature 100 celsius. Reactants: C(CCC)C=1NC(=C(N1)C(O)C=C)SCC1=CC=C(C=C1)OC (2-butyl-α-ethenyl-5-[4-methoxy-benzyl-thio]-1H-imidazole-4-methanol), C(C)(=O)OCC (ethyl acetate). The reagents and catalysts are O=[Mn]=O (MnO2). Solvent: O1CCOCC1 (dioxane). Yields the product C(CCC)C=1NC(=C(N1)SCC1=CC=C(C=C1)OC)C(C=C)=O (1-[2-butyl-4-[4-methoxy-benzyl-thio]-5-imidazolyl]-2-propen-1-one). Yield: 90.5%. As a reaction SMILES: [CH2:1]([C:5]1[NH:6][C:7]([S:14][CH2:15][C:16]2[CH:21]=[CH:20][C:19]([O:22][CH3:23])=[CH:18][CH:17]=2)=[C:8]([CH:10]([CH:12]=[CH2:13])[OH:11])[N:9]=1)[CH2:2][CH2:3][CH3:4].C(OCC)(=O)C>O1CCOCC1.O=[Mn]=O>[CH2:1]([C:5]1[NH:9][C:8]([C:10](=[O:11])[CH:12]=[CH2:13])=[C:7]([S:14][CH2:15][C:16]2[CH:17]=[CH:18][C:19]([O:22][CH3:23])=[CH:20][CH:21]=2)[N:6]=1)[CH2:2][CH2:3][CH3:4]. Procedure details: 3 g of the product of Stage 3 were dissolved at 30° C. in 60 ml of dioxane and the medium was allowed to return to ambient temperature. 1.56 g (2 equivalents) of MnO2 were added about every 30 minutes for about 2 hours, that being 10 equivalents in total. The mixture was poured into 500 ml of ethyl acetate and filtration was carried out. The filtrate was evaporated to dryness to obtain 2.7 g of a yellow solid which was chromatographed on silica with AcOEt/flugene (1-2) to obtain 2.1 g of the exp...